From a dataset of the Open Reaction Database (ORD), a public repository of structured organic reaction records. describe an organic reaction: reactants, conditions, products, and yield Starting materials: Cl (hydrochloric acid), C(C)(=O)OC=1C(=C2CCC(OC2=C(C1C)C)(CC)COC1=CC=C(C=C1)CC(C(=O)OCC)Cl)C (ethyl 3-[4-(6-acetoxy-2-ethyl-5,7,8-trimethylchroman-2-ylmethoxy)phenyl]-2-chloropropionate), NC(=S)N (thiourea), S1(=O)(=O)CCCC1 (sulfolane). The solvent is O (water), COCCO (ethylene glycol monomethyl ether). The product is C(C)C1(OC2=C(C(=C(C(=C2CC1)C)O)C)C)COC1=CC=C(CC2C(NC(S2)=O)=O)C=C1 (5-[4-(2-Ethyl-6-hydroxy-5,7,8-trimethylchroman-2-ylmethoxy)benzyl]thiazolidine-2,4-dione). RXN SMILES: C([O:4][C:5]1[C:6]([CH3:35])=[C:7]2[C:12](=[C:13]([CH3:16])[C:14]=1[CH3:15])[O:11][C:10]([CH2:19][O:20][C:21]1[CH:26]=[CH:25][C:24]([CH2:27][CH:28](Cl)[C:29](OCC)=[O:30])=[CH:23][CH:22]=1)([CH2:17][CH3:18])[CH2:9][CH2:8]2)(=O)C.[NH2:36][C:37](N)=[S:38].S1(CCCC1)(=O)=[O:41].Cl>O.COCCO>[CH2:17]([C:10]1([CH2:19][O:20][C:21]2[CH:22]=[CH:23][C:24]([CH2:27][CH:28]3[S:38][C:37](=[O:41])[NH:36][C:29]3=[O:30])=[CH:25][CH:26]=2)[CH2:9][CH2:8][C:7]2[C:12](=[C:13]([CH3:16])[C:14]([CH3:15])=[C:5]([OH:4])[C:6]=2[CH3:35])[O:11]1)[CH3:18]. Procedure: 2.4 g of ethyl 3-[4-(6-acetoxy-2-ethyl-5,7,8-trimethylchroman-2-ylmethoxy)phenyl]-2-chloropropionate, 494 mg of thiourea and 3 ml of sulfolane were heated under a nitrogen stream for 4.5 hours at 100°-110° C. At the end of this time, 3 ml of ethylene glycol monomethyl ether, 3 ml of water and 1 ml of concentrated hydrochloric acid were added and the resulting mixture was heated for a further 3.5 hours at 96°-98° C. The reaction mixture was then processed as described in Example 1(a) and the resu... Reactants: COC(=O)c1cc(OC)c(N(C)C)c(OC)c1, CS(C)(=O)=O, CC(=O)O, CS(C)=O, [H-], [Na+], O. The product is COc1cc(C(=O)CS(C)(=O)=O)cc(OC)c1N(C)C. RXN SMILES: [CH3:12][O:13][C:14]([c:15]1[cH:16][c:17]([O:26][CH3:27])[c:18]([N:23]([CH3:24])[CH3:25])[c:19]([O:21][CH3:22])[cH:20]1)=[O:28].[CH3:1][S:2](=[O:3])(=[O:4])[CH3:5].[CH3:29][C:30](=[O:31])[OH:32].[CH3:8][S:9]([CH3:10])=[O:11].[H-:6].[Na+:7].[OH2:33]>>[CH2:1]([S:2](=[O:3])(=[O:4])[CH3:5])[C:14](=[O:13])[c:15]1[cH:16][c:17]([O:26][CH3:27])[c:18]([N:23]([CH3:24])[CH3:25])[c:19]([O:21][CH3:22])[cH:20]1.